The task is: describe an organic reaction: reactants, conditions, products, and yield. This data is from the Open Reaction Database (ORD), a public repository of structured organic reaction records. The reactants are P(=O)(Cl)(Cl)Cl (phosphorus oxychloride), FC=1C=C(C=CC1[N+](=O)[O-])O (3-fluoro-4-nitrophenol), COCOC (dimethoxymethane), CN(C=O)C (N,N-dimethylformamide), ice water, ice, [OH-].[Na+] (sodium hydroxide). Run in C1(=CC=CC=C1)C (toluene). Conditions: temperature 90 celsius, time 2 hour. Yields the product FC1=C(C=CC(=C1)OCOC)[N+](=O)[O-] (2-Fluoro-4-(methoxymethoxy)-1-nitrobenzene). The yield is 31.1%. Reaction SMILES: [F:1][C:2]1[CH:3]=[C:4]([OH:11])[CH:5]=[CH:6][C:7]=1[N+:8]([O-:10])=[O:9].[CH3:12][O:13][CH2:14]OC.CN(C)C=O.P(Cl)(Cl)(Cl)=O.[OH-].[Na+]>C1(C)C=CC=CC=1>[F:1][C:2]1[CH:3]=[C:4]([O:11][CH2:12][O:13][CH3:14])[CH:5]=[CH:6][C:7]=1[N+:8]([O-:10])=[O:9] |f:4.5|. Procedure: A solution of 3-fluoro-4-nitrophenol (10.0 g, 0.064 mol), dimethoxymethane (19.3 g, 0.255 mol) and N,N-dimethylformamide (6.0 g, 0.083 mol) in toluene is heated to 65° C., treated dropwise with phosphorus oxychloride (15.7 g, 0.102 mol), stirred at 90° C. for two hours, cooled to room temperature and poured into ice water which contains five mL of 50% sodium hydroxide solution. After the ice has melted, the mixture is extracted with ether. The organic extract is washed with brine, dried over anh... The reactants are C1=CC(=CC=C1NN)S(=O)(=O)N.Cl (4-sulfonamidophenylhydrazine hydrochloride), O1COC2=C1C=CC(=C2)C(CC(C(F)F)=O)=O (1-(1,3-Benzodioxol-5-yl)-4,4-difluorobutane-1,3-dione), O (water). Solvent: C(C)O (ethanol). The product is O1COC2=C1C=CC(=C2)C2=CC(=NN2C2=CC=C(C=C2)S(=O)(=O)N)C(F)F (4-[5-(1,3-Benzodioxol-5-yl)-3-(difluoromethyl)-1H-pyrazol-1-yl]benzenesulfonamide). Isolated yield 83.9%. Reaction SMILES: [O:1]1[C:5]2[CH:6]=[CH:7][C:8]([C:10](=O)[CH2:11][C:12](=O)[CH:13]([F:15])[F:14])=[CH:9][C:4]=2[O:3][CH2:2]1.[CH:18]1[C:23]([NH:24][NH2:25])=[CH:22][CH:21]=[C:20]([S:26]([NH2:29])(=[O:28])=[O:27])[CH:19]=1.Cl.O>C(O)C>[O:1]1[C:5]2[CH:6]=[CH:7][C:8]([C:10]3[N:24]([C:23]4[CH:18]=[CH:19][C:20]([S:26]([NH2:29])(=[O:28])=[O:27])=[CH:21][CH:22]=4)[N:25]=[C:12]([CH:13]([F:15])[F:14])[CH:11]=3)=[CH:9][C:4]=2[O:3][CH2:2]1 |f:1.2|. Reported procedure: 1-(1,3-Benzodioxol-5-yl)-4,4-difluorobutane-1,3-dione from Step 1 (2.4 g, 10 mmol) was dissolved in ethanol (100 mL). To the stirred mixture was added 4-sulfonamidophenylhydrazine hydrochloride (2.46 g, 11 mmol) and heated to reflux for 16 hours. The mixture was cooled and water was added until crystals slowly appeared. Filtration yielded a light tan solid (3.3 g, 84%): mp 214-218° C.; 1H NMR (D6-DMSO): 7.86 (d, J=8.7 Hz, 2H), 7.51 (d, J=8.7 Hz, 2H), 7.49 (brs, 2H), 7.3-6.7 (m, 5H), 6.06(s, 2H)....